Task: describe an organic reaction: reactants, conditions, products, and yield. Dataset: the Open Reaction Database (ORD), a public repository of structured organic reaction records Reactants: ClC=1C=C(C=CC1F)N1N=C(C=C1C1CCN(CC1)C(=O)[C@@H]1CN(C[C@H]1C1=C(C=C(C=C1)F)F)C(=O)OC(C)(C)C)C (tert-butyl (3S,4R)-3-({4-[1-(3-chloro-4-fluorophenyl)-3-methyl-1H-pyrazol-5-yl]piperidin-1-yl}carbonyl)-4-(2,4-difluorophenyl)pyrrolidine-1-carboxylate), C(=O)(C(F)(F)F)O (TFA). Solvent: C(Cl)Cl (CH2Cl2). Run at time 6 hour. Yields the product FC(C(=O)O)(F)F.ClC=1C=C(C=CC1F)N1N=C(C=C1C1CCN(CC1)C(=O)[C@@H]1CNC[C@H]1C1=C(C=C(C=C1)F)F)C ([4-[2-(3-chloro-4-fluoro-phenyl)-5-methyl-pyrazol-3-yl]-1-piperidyl]-[(3S,4R)-4-(2,4-difluorophenyl)pyrrolidin-3-yl]methanone trifluoroacetate salt). RXN SMILES: [Cl:1][C:2]1[CH:3]=[C:4]([N:9]2[C:13]([CH:14]3[CH2:19][CH2:18][N:17]([C:20]([C@H:22]4[C@H:26]([C:27]5[CH:32]=[CH:31][C:30]([F:33])=[CH:29][C:28]=5[F:34])[CH2:25][N:24](C(OC(C)(C)C)=O)[CH2:23]4)=[O:21])[CH2:16][CH2:15]3)=[CH:12][C:11]([CH3:42])=[N:10]2)[CH:5]=[CH:6][C:7]=1[F:8].[C:43]([OH:49])([C:45]([F:48])([F:47])[F:46])=[O:44]>C(Cl)Cl>[F:46][C:45]([F:48])([F:47])[C:43]([OH:49])=[O:44].[Cl:1][C:2]1[CH:3]=[C:4]([N:9]2[C:13]([CH:14]3[CH2:15][CH2:16][N:17]([C:20]([C@H:22]4[C@H:26]([C:27]5[CH:32]=[CH:31][C:30]([F:33])=[CH:29][C:28]=5[F:34])[CH2:25][NH:24][CH2:23]4)=[O:21])[CH2:18][CH2:19]3)=[CH:12][C:11]([CH3:42])=[N:10]2)[CH:5]=[CH:6][C:7]=1[F:8] |f:3.4|. Procedure: The product from step A was dissolved in CH2Cl2 (5 mL) and treated with TFA (2.5 mL). The mixture was stirred at rt for 6 h, concentrated and purified by RP-HPLC (C-18, acetonitrile, H2O, 10 to 100% over 12 min, 0.05% TFA) to afford the title compound. HPLC/MS: 503.2/505.2 (M+1); Rt=1.62 min (LC4). The reactants are Oc1ccc2cc(Br)ccc2c1, CC(C)(C)[Si](C)(C)Cl, CCCCCC, CN(C)C=O, c1c[nH]cn1. Product: CC(C)(C)[Si](C)(C)Oc1ccc2cc(Br)ccc2c1. As a reaction SMILES: [Br:1][c:2]1[cH:3][c:4]2[cH:5][cH:6][c:7]([OH:12])[cH:8][c:9]2[cH:10][cH:11]1.[C:18]([CH3:19])([CH3:20])([CH3:21])[Si:22]([CH3:23])([CH3:24])[Cl:25].[CH3:26][CH2:27][CH2:28][CH2:29][CH2:30][CH3:31].[CH3:32][N:33]([CH3:34])[CH:35]=[O:36].[nH:13]1[cH:14][cH:15][n:16][cH:17]1>>[Br:1][c:2]1[cH:3][c:4]2[cH:5][cH:6][c:7]([O:12][Si:22]([C:18]([CH3:19])([CH3:20])[CH3:21])([CH3:23])[CH3:24])[cH:8][c:9]2[cH:10][cH:11]1. Starting materials: IC(I)I, CC(C)(C)ON=O, CC(C)(C)OC(=O)N1CCc2ccc(Oc3ccc(N)cc3F)cc2CC1, C1CCOC1. Product: CC(C)(C)OC(=O)N1CCc2ccc(Oc3ccc(I)cc3F)cc2CC1. As a reaction SMILES: [CH:28]([I:29])([I:30])[I:31].[N:32]([O:33][C:34]([CH3:35])([CH3:36])[CH3:37])=[O:38].[NH2:1][c:2]1[cH:3][c:4]([F:27])[c:5]([O:8][c:9]2[cH:10][c:11]3[c:12]([cH:25][cH:26]2)[CH2:13][CH2:14][N:15]([C:18](=[O:19])[O:20][C:21]([CH3:22])([CH3:23])[CH3:24])[CH2:16][CH2:17]3)[cH:6][cH:7]1.[O:39]1[CH2:40][CH2:41][CH2:42][CH2:43]1>>[c:2]1([I:29])[cH:3][c:4]([F:27])[c:5]([O:8][c:9]2[cH:10][c:11]3[c:12]([cH:25][cH:26]2)[CH2:13][CH2:14][N:15]([C:18](=[O:19])[O:20][C:21]([CH3:22])([CH3:23])[CH3:24])[CH2:16][CH2:17]3)[cH:6][cH:7]1.